describe an organic reaction: reactants, conditions, products, and yield From a dataset of the Open Reaction Database (ORD), a public repository of structured organic reaction records. Starting materials: NC1(C(NC2=CC=C(C=C12)Cl)=O)C1=C(C=CC=C1)Cl (3-amino-5-chloro-3-(2-chlorophenyl)-1,3-dihydroindol-2-one), [N+](=O)([O-])C1=CC=C(C=C1)S(=O)(=O)Cl (4-nitrobenzenesulfonyl chloride). Product: NC1(C(N(C2=CC=C(C=C12)Cl)S(=O)(=O)C1=CC=C(C=C1)[N+](=O)[O-])=O)C1=C(C=CC=C1)Cl (3-Amino-5-chloro-3-(2-chlorophenyl)-1,3-dihydro-1-(4-nitrobenzenesulfonyl)indol-2-one). As a reaction SMILES: [NH2:1][C:2]1([C:13]2[CH:18]=[CH:17][CH:16]=[CH:15][C:14]=2[Cl:19])[C:10]2[C:5](=[CH:6][CH:7]=[C:8]([Cl:11])[CH:9]=2)[NH:4][C:3]1=[O:12].[N+:20]([C:23]1[CH:28]=[CH:27][C:26]([S:29](Cl)(=[O:31])=[O:30])=[CH:25][CH:24]=1)([O-:22])=[O:21]>>[NH2:1][C:2]1([C:13]2[CH:18]=[CH:17][CH:16]=[CH:15][C:14]=2[Cl:19])[C:10]2[C:5](=[CH:6][CH:7]=[C:8]([Cl:11])[CH:9]=2)[N:4]([S:29]([C:26]2[CH:25]=[CH:24][C:23]([N+:20]([O-:22])=[O:21])=[CH:28][CH:27]=2)(=[O:30])=[O:31])[C:3]1=[O:12]. Procedure: This compound is prepared according to the procedure described in EXAMPLE 1 from 10 g of 3-amino-5-chloro-3-(2-chlorophenyl)-1,3-dihydroindol-2-one and 7.55 g of 4-nitrobenzenesulfonyl chloride. The expected product is obtained after crystallization from a DCM/iso ether mixture. m=14 g. M.p.=202° C. Starting materials: N1(CCNCC1)C1=NC2=CC(=C(C=C2C(=N1)N)OC)OC (2-piperazino-4-amino-6,7-dimethoxyquinazoline), resultant solution, C1(CCCC1)N=C=O (cyclopentyl isocyanate). Run in O1CCOCC1 (dioxane). The product is C1(CCCC1)NC(=O)N1CCN(CC1)C1=NC2=CC(=C(C=C2C(=N1)N)OC)OC (2-(4-cyclopentylcarbamoyl-piperazin-1-yl)-4-amino-6,7-dimethoxyquinazoline). The yield is 83.6%. RXN SMILES: [N:1]1([C:7]2[N:16]=[C:15]([NH2:17])[C:14]3[C:9](=[CH:10][C:11]([O:20][CH3:21])=[C:12]([O:18][CH3:19])[CH:13]=3)[N:8]=2)[CH2:6][CH2:5][NH:4][CH2:3][CH2:2]1.[CH:22]1([N:27]=[C:28]=[O:29])[CH2:26][CH2:25][CH2:24][CH2:23]1>O1CCOCC1>[CH:22]1([NH:27][C:28]([N:4]2[CH2:5][CH2:6][N:1]([C:7]3[N:16]=[C:15]([NH2:17])[C:14]4[C:9](=[CH:10][C:11]([O:20][CH3:21])=[C:12]([O:18][CH3:19])[CH:13]=4)[N:8]=3)[CH2:2][CH2:3]2)=[O:29])[CH2:26][CH2:25][CH2:24][CH2:23]1. Procedure: In 30 ml of dioxane, there was dissolved 1.16 g. (4 mmole) of 2-piperazino-4-amino-6,7-dimethoxyquinazoline. To the resultant solution was added dropwise 0.45 g. (4 mmole) of cyclopentyl isocyanate at room temperature and the mixture was stirred overnight at room temperature. The precipitated crystals were recovered by filtration to obtain 1.34 g. of the desired product. Starting materials: ice, FC(C(=O)O)(F)F (trifluoroacetic acid), C(C)(C)(C)OC(=O)NC=1C=C(C=CC1)C1(CCOCC1)O (4-(3-t-butyloxycarbonylaminophenyl)-4-hydroxytetrahydropyran). The solvent is hexanes, ClCCl (dichloromethane). Reaction conditions: temperature 0 celsius, time 1 hour. Product: NC=1C=C(C=CC1)C1(CCOCC1)O (4-(3-aminophenyl)-4-hydroxytetrahydropyran). The yield is 76.9%. Reaction SMILES: C(OC([NH:8][C:9]1[CH:10]=[C:11]([C:15]2([OH:21])[CH2:20][CH2:19][O:18][CH2:17][CH2:16]2)[CH:12]=[CH:13][CH:14]=1)=O)(C)(C)C.FC(F)(F)C(O)=O>ClCCl>[NH2:8][C:9]1[CH:10]=[C:11]([C:15]2([OH:21])[CH2:20][CH2:19][O:18][CH2:17][CH2:16]2)[CH:12]=[CH:13][CH:14]=1. Procedure: To an ice-cooled solution of 4-(3-t-butyloxycarbonylaminophenyl)-4-hydroxytetrahydropyran (2.0 g, 6.8 mmol), prepared as in step 2, in dichloromethane (14 mL) was added trifluoroacetic acid (14, mL). The resulting solution was stirred for 0.25 hours at 0° C. and 1 hour at ambient temperature. The volatiles were removed in vacuo and the resulting solution was basified with saturated aqueous potassium carbonate. The resulting mixture was diluted with dichloromethane and the layers separated. The a... Reactants: C(C1=CC=CC=C1)(C1=CC=CC=C1)N(CCN(CCCCN1C(C2=CC=CC=C2C1=O)=O)C)C (2-(4-{[2-(benzhydryl-methyl-amino)-ethyl]-methylamino}-butyl)-isoindol-1,3-dione), NN.O (hydrazine.hydrate). The solvent is C(C)O (ethanol). The product is C(C1=CC=CC=C1)(C1=CC=CC=C1)N(CCN(CCCCN)C)C (4-{[2-(benzhydryl-methylamino)-ethyl]-methyl-amino}-butylamine). Reaction SMILES: [CH:1]([N:14]([CH3:34])[CH2:15][CH2:16][N:17]([CH3:33])[CH2:18][CH2:19][CH2:20][CH2:21][N:22]1C(=O)C2C(=CC=CC=2)C1=O)([C:8]1[CH:13]=[CH:12][CH:11]=[CH:10][CH:9]=1)[C:2]1[CH:7]=[CH:6][CH:5]=[CH:4][CH:3]=1.NN.O>C(O)C>[CH:1]([N:14]([CH3:34])[CH2:15][CH2:16][N:17]([CH3:33])[CH2:18][CH2:19][CH2:20][CH2:21][NH2:22])([C:8]1[CH:9]=[CH:10][CH:11]=[CH:12][CH:13]=1)[C:2]1[CH:7]=[CH:6][CH:5]=[CH:4][CH:3]=1 |f:1.2|. Procedure: Batch size: 20.8 g (45.6 mmol) 2-(4-{[2-(benzhydryl-methyl-amino)-ethyl]-methylamino}-butyl)-isoindol-1,3-dione and 4.6 g (91.9 mmol) hydrazine.hydrate in 200 ml ethanol. The reactants are CS(C)=O, CCC(N)CO, CCCn1c(=O)nc(SC)c2[nH]c(C34CCC(O)(CC3)CC4)nc21. Product: CCCn1c(=O)nc(NC(CC)CO)c2[nH]c(C34CCC(O)(CC3)CC4)nc21. RXN SMILES: [CH3:31][S:32]([CH3:33])=[O:34].[NH2:25][CH:26]([CH2:27][OH:28])[CH2:29][CH3:30].[OH:1][C:2]12[CH2:3][CH2:4][C:5]([c:10]3[n:11][c:12]4[n:13]([CH2:22][CH2:23][CH3:24])[c:14](=[O:21])[n:15][c:16]([S:19][CH3:20])[c:17]4[nH:18]3)([CH2:6][CH2:7]1)[CH2:8][CH2:9]2>>[OH:1][C:2]12[CH2:3][CH2:4][C:5]([c:10]3[n:11][c:12]4[n:13]([CH2:22][CH2:23][CH3:24])[c:14](=[O:21])[n:15][c:16]([NH:25][CH:26]([CH2:27][OH:28])[CH2:29][CH3:30])[c:17]4[nH:18]3)([CH2:6][CH2:7]1)[CH2:8][CH2:9]2. Yields the product ClC1=C(C(=O)N=C=O)C=C(C=C1)CNC(C(F)(F)F)=O (2-chloro-5-((2,2,2-trifluoroacetamido)methyl)benzoyl isocyanate). Reported procedure: The title compound was prepared according to the procedure described in step-2 of Intermediate-8 by using 2-chloro-5-((2,2,2-trifluoroacetamido)methyl)benzamide (0.700 g, 2.5 mmol), oxalyl chloride (0.3 mL, 3.0 mmol) and EDC (30 mL) to afford 0.700 g of the desired product. RXN SMILES: [Cl:1][C:2]1[CH:10]=[CH:9][C:8]([CH2:11][NH:12][C:13](=[O:18])[C:14]([F:17])([F:16])[F:15])=[CH:7][C:3]=1[C:4]([NH2:6])=[O:5].C(Cl)(=O)[C:20](Cl)=[O:21]>C(Cl)CCl>[Cl:1][C:2]1[CH:10]=[CH:9][C:8]([CH2:11][NH:12][C:13](=[O:18])[C:14]([F:16])([F:17])[F:15])=[CH:7][C:3]=1[C:4]([N:6]=[C:20]=[O:21])=[O:5]. Run in C(CCl)Cl (EDC). The yield is 91.3%. Reactants: ClC1=C(C(=O)N)C=C(C=C1)CNC(C(F)(F)F)=O (2-chloro-5-((2,2,2-trifluoroacetamido)methyl)benzamide), C(C(=O)Cl)(=O)Cl (oxalyl chloride).